This data is from the Open Reaction Database (ORD), a public repository of structured organic reaction records. The task is: describe an organic reaction: reactants, conditions, products, and yield Starting materials: C1(=CC=CC=C1)CCCCCOC1=C(C=CC=C1)CO ([2-(5-Phenylpentyloxy)phenyl]methanol), Br.C1(=CC=CC=C1)[PH+](C1=CC=CC=C1)C1=CC=CC=C1 (triphenylphosphonium hydrobromide). Run in C(C)#N (acetonitrile). Yields the product [Br-].C1(=CC=CC=C1)[P+](CC1=C(C=CC=C1)OCCCCCC1=CC=CC=C1)(C1=CC=CC=C1)C1=CC=CC=C1 (Triphenyl[2-(5-phenylpentyloxy)benzyl]phosphonium bromide). Isolated yield 93.5%. RXN SMILES: [C:1]1([CH2:7][CH2:8][CH2:9][CH2:10][CH2:11][O:12][C:13]2[CH:18]=[CH:17][CH:16]=[CH:15][C:14]=2[CH2:19]O)[CH:6]=[CH:5][CH:4]=[CH:3][CH:2]=1.[BrH:21].[C:22]1([PH+:28]([C:35]2[CH:40]=[CH:39][CH:38]=[CH:37][CH:36]=2)[C:29]2[CH:34]=[CH:33][CH:32]=[CH:31][CH:30]=2)[CH:27]=[CH:26][CH:25]=[CH:24][CH:23]=1>C(#N)C>[Br-:21].[C:35]1([P+:28]([C:22]2[CH:23]=[CH:24][CH:25]=[CH:26][CH:27]=2)([C:29]2[CH:34]=[CH:33][CH:32]=[CH:31][CH:30]=2)[CH2:19][C:14]2[CH:15]=[CH:16][CH:17]=[CH:18][C:13]=2[O:12][CH2:11][CH2:10][CH2:9][CH2:8][CH2:7][C:1]2[CH:6]=[CH:5][CH:4]=[CH:3][CH:2]=2)[CH:36]=[CH:37][CH:38]=[CH:39][CH:40]=1 |f:1.2,4.5|. Procedure details: A solution of 18.7 g (69.16 mmol) of [2-(5-phenylpentyloxy)phenyl]methanol from Example 27A in 120 ml of acetonitrile is mixed with 22.55 g (65.71 mmol) of triphenylphosphonium hydrobromide and heated to reflux for three hours. The reaction solution is then concentrated to dryness. 36.6 g (61.45 mmol, 83% yield) of crystalline product are obtained and are reacted without further purification. Reactants: E1, ClC1=NC(N2C(N(CCC2)C)=C1)=O (8-chloro-1-methyl-3,4-dihydro-1H-pyrimido[1,6-a]pyrimidin-6(2H)-one), FC1=C(C=CC=C1F)CO ((2,3-difluorophenyl)methanol). Yields the product FC1=C(COC2=NC(N3C(N(CCC3)C)=C2)=O)C=CC=C1F (8-((2,3-difluorobenzyl)oxy)-1-methyl-3,4-dihydro-1H-pyrimido[1,6-a]pyrimidin-6(2H)-one). RXN SMILES: Cl[C:2]1[CH:12]=[C:6]2[N:7]([CH3:11])[CH2:8][CH2:9][CH2:10][N:5]2[C:4](=[O:13])[N:3]=1.[F:14][C:15]1[C:20]([F:21])=[CH:19][CH:18]=[CH:17][C:16]=1[CH2:22][OH:23]>>[F:14][C:15]1[C:20]([F:21])=[CH:19][CH:18]=[CH:17][C:16]=1[CH2:22][O:23][C:2]1[CH:12]=[C:6]2[N:7]([CH3:11])[CH2:8][CH2:9][CH2:10][N:5]2[C:4](=[O:13])[N:3]=1. Reported procedure: The title compound was prepared by a procedure similar to that described for E1 starting from 8-chloro-1-methyl-3,4-dihydro-1H-pyrimido[1,6-a]pyrimidin-6(2H)-one and (2,3-difluorophenyl)methanol. Reactants: CS(=O)(=O)c1ccc(CCl)cc1, O=C(c1ccc(O)cc1F)N1CCCC1CN1CCCC1. The product is CS(=O)(=O)c1ccc(COc2ccc(C(=O)N3CCCC3CN3CCCC3)c(F)c2)cc1. RXN SMILES: [CH3:22][S:23](=[O:24])(=[O:25])[c:26]1[cH:27][cH:28][c:29]([CH2:30][Cl:31])[cH:32][cH:33]1.[F:1][c:2]1[c:3]([C:9](=[O:10])[N:11]2[CH:12]([CH2:16][N:17]3[CH2:18][CH2:19][CH2:20][CH2:21]3)[CH2:13][CH2:14][CH2:15]2)[cH:4][cH:5][c:6]([OH:8])[cH:7]1>>[F:1][c:2]1[c:3]([C:9](=[O:10])[N:11]2[CH:12]([CH2:16][N:17]3[CH2:18][CH2:19][CH2:20][CH2:21]3)[CH2:13][CH2:14][CH2:15]2)[cH:4][cH:5][c:6]([O:8][CH2:30][c:29]2[cH:28][cH:27][c:26]([S:23]([CH3:22])(=[O:24])=[O:25])[cH:33][cH:32]2)[cH:7]1. Reactants: CC(=O)O, CC(=O)N1CCN(c2ccc(Nc3nc(Nc4ccc5cnn(C)c5c4)c4cc[nH]c4n3)cc2)CC1, [K+], C1COCCO1, [OH-]. The product is Cn1ncc2ccc(Nc3nc(Nc4ccc(N5CCNCC5)cc4)nc4[nH]ccc34)cc21. Reaction SMILES: [C:39]([OH:40])(=[O:41])[CH3:42].[CH3:1][n:2]1[n:3][cH:4][c:5]2[cH:6][cH:7][c:8]([NH:11][c:12]3[c:13]4[c:14]([n:15][c:16]([NH:18][c:19]5[cH:20][cH:21][c:22]([N:25]6[CH2:26][CH2:27][N:28]([C:31](=[O:32])[CH3:33])[CH2:29][CH2:30]6)[cH:23][cH:24]5)[n:17]3)[nH:34][cH:35][cH:36]4)[cH:9][c:10]12.[K+:38].[O:43]1[CH2:44][CH2:45][O:46][CH2:47][CH2:48]1.[OH-:37]>>[CH3:1][n:2]1[n:3][cH:4][c:5]2[cH:6][cH:7][c:8]([NH:11][c:12]3[c:13]4[c:14]([n:15][c:16]([NH:18][c:19]5[cH:20][cH:21][c:22]([N:25]6[CH2:26][CH2:27][NH:28][CH2:29][CH2:30]6)[cH:23][cH:24]5)[n:17]3)[nH:34][cH:35][cH:36]4)[cH:9][c:10]12. RXN SMILES: C(O)(=O)C.[Cl:5][C:6]1[CH:7]=[CH:8][C:9]2[N:15]3[CH:16]=[CH:17][C:18](=[O:20])[N:19]=[C:14]3[CH:13]([OH:21])[N:12]=[C:11]([C:22]3[CH:27]=[CH:26][CH:25]=[CH:24][C:23]=3[Cl:28])[C:10]=2[CH:29]=1.[Na]>C(O)C>[Cl:5][C:6]1[CH:7]=[CH:8][C:9]2[N:15]3[CH:16]=[CH:17][C:18](=[O:20])[N:19]=[C:14]3[CH:13]([OH:21])[N:12]=[C:11]([C:22]3[CH:27]=[CH:26][CH:25]=[CH:24][C:23]=3[Cl:28])[C:10]=2[CH:29]=1 |f:0.1,^1:29|. Product: ClC=1C=CC2=C(C(=NC(C=3N2C=CC(N3)=O)O)C3=C(C=CC=C3)Cl)C1 (9-chloro-5-hydroxy-7-(o-chlorophenyl)pyrimido[1,2-a][1,4]benzodiazepin-3(5H)-one). Starting materials: C(C)(=O)O.ClC=1C=CC2=C(C(=NC(C=3N2C=CC(N3)=O)O)C3=C(C=CC=C3)Cl)C1 (9-chloro-5-hydroxy-7-(o-chlorophenyl)pyrimido[1,2-a][1,4]benzodiazepin-3(5H)-one acetate), [Na] (sodium). Run in C(C)O (ethanol). Procedure details: In the manner given in Example 42, 9-chloro-5-hydroxy-7-(o-chlorophenyl)pyrimido[1,2-a][1,4]benzodiazepin-3(5H)-one acetate was hydrolyzed in ethanol with aqueous sodium hydroixde to give 9-chloro-5-hydroxy-7-(o-chlorophenyl)pyrimido[1,2-a][1,4]benzodiazepin-3(5H)-one.